From a dataset of the Open Reaction Database (ORD), a public repository of structured organic reaction records. describe an organic reaction: reactants, conditions, products, and yield Reactants: CCOC(=O)CCBr, Nc1cc2ccccc2cc1N, CN(C)C=O, O. Product: CCOC(=O)CCNc1cc2ccccc2cc1N. Reaction SMILES: [Br:13][CH2:14][CH2:15][C:16](=[O:17])[O:18][CH2:19][CH3:20].[NH2:1][c:2]1[cH:3][c:4]2[cH:5][cH:6][cH:7][cH:8][c:9]2[cH:10][c:11]1[NH2:12].[O:22]=[CH:23][N:24]([CH3:25])[CH3:26].[OH2:21]>>[NH:1]([c:2]1[cH:3][c:4]2[cH:5][cH:6][cH:7][cH:8][c:9]2[cH:10][c:11]1[NH2:12])[CH2:14][CH2:15][C:16](=[O:17])[O:18][CH2:19][CH3:20]. The reactants are ClC1=C(N=C2C(=N1)N(CCC2)CCCCCCC(=O)OCC)C2=CC=C(C=C2)C (Ethyl 7-(3-chloro-2-p-tolyl-7,8-dihydropyrido[2,3-b]pyrazin-5(6H)-yl)heptanoate), BrC=1N=C2C(=NC1Cl)N(CCC2)CCCCCCC(=O)OCC (Ethyl 7-(2-bromo-3-chloro-7,8-dihydropyrido[2,3-b]pyrazin-5(6H)-yl)heptanoate), CC1(OB(OC1(C)C)C1=CC=NC=C1)C (4-(4,4,5,5-tetramethyl-1,3,2-dioxaborolan-2-yl)pyridine), C([O-])([O-])=O.[K+].[K+] (potassium carbonate). Reagents/catalysts: C=1C=CC(=CC1)[P](C=2C=CC=CC2)(C=3C=CC=CC3)[Pd]([P](C=4C=CC=CC4)(C=5C=CC=CC5)C=6C=CC=CC6)([P](C=7C=CC=CC7)(C=8C=CC=CC8)C=9C=CC=CC9)[P](C=1C=CC=CC1)(C=1C=CC=CC1)C=1C=CC=CC1 (Pd(Ph3P)4). The solvent is O1CCOCC1 (dioxane). Yields the product N1=CC=C(C=C1)C1=C(N=C2C(=N1)N(CCC2)CCCCCCC(=O)OCC)C2=CC=C(C=C2)C (Ethyl 7-(3-(pyridin-4-yl)-2-p-tolyl-7,8-dihydropyrido[2,3-b]pyrazin-5(6H)-yl)heptanoate). RXN SMILES: Cl[C:2]1[N:7]=[C:6]2[N:8]([CH2:12][CH2:13][CH2:14][CH2:15][CH2:16][CH2:17][C:18]([O:20][CH2:21][CH3:22])=[O:19])[CH2:9][CH2:10][CH2:11][C:5]2=[N:4][C:3]=1[C:23]1[CH:28]=[CH:27][C:26]([CH3:29])=[CH:25][CH:24]=1.BrC1N=[C:33]2[CH2:41][CH2:40][CH2:39][N:38](CCCCCCC(OCC)=O)[C:34]2=NC=1Cl.CC1(C)C(C)(C)OB(C2C=CN=CC=2)O1.C(=O)([O-])[O-].[K+].[K+]>O1CCOCC1.C1C=CC([P]([Pd]([P](C2C=CC=CC=2)(C2C=CC=CC=2)C2C=CC=CC=2)([P](C2C=CC=CC=2)(C2C=CC=CC=2)C2C=CC=CC=2)[P](C2C=CC=CC=2)(C2C=CC=CC=2)C2C=CC=CC=2)(C2C=CC=CC=2)C2C=CC=CC=2)=CC=1>[N:38]1[CH:39]=[CH:40][C:41]([C:2]2[N:7]=[C:6]3[N:8]([CH2:12][CH2:13][CH2:14][CH2:15][CH2:16][CH2:17][C:18]([O:20][CH2:21][CH3:22])=[O:19])[CH2:9][CH2:10][CH2:11][C:5]3=[N:4][C:3]=2[C:23]2[CH:28]=[CH:27][C:26]([CH3:29])=[CH:25][CH:24]=2)=[CH:33][CH:34]=1 |f:3.4.5,^1:83,85,104,123|. Procedure: A (3:1) mixture of ethyl 7-(3-chloro-2-p-tolyl-7,8-dihydropyrido[2,3-b]pyrazin-5(6H)-yl)heptanoate (Example 13.2, step 1) (30 mg, 0.072 mmol) and ethyl 7-(2-bromo-3-chloro-7,8-dihydropyrido[2,3-b]pyrazin-5(6H)-yl)heptanoate (Example 13.1, step 2)(10 mg, 0.025 mmol), 4-(4,4,5,5-tetramethyl-1,3,2-dioxaborolan-2-yl)pyridine (39.4 mg, 0.192 mmol) and potassium carbonate (39.9 mg, 0.288 mmol) in dioxane (2 ml) was degassed by bubbling nitrogen through (×3). Pd(Ph3P)4 (22.22 mg, 0.019 mmol) was added ... Reactants: CN(C=CC(=O)C=1C(=C(NC1C)C#N)C)C (4-(3-dimethylamino-acryloyl)-3,5-dimethyl-1H-pyrrole-2-carbonitrile), [N+](=O)(O)[O-].[N+](=O)([O-])C=1C=C(C=CC1)NC(=N)N (3-nitrophenyl guanidine nitrate), C(=O)([O-])[O-].[K+].[K+] (K2CO3). Solvent: COCCO (2-methoxyethanol). Reaction conditions: temperature 120 celsius. Product: CC1=C(NC(=C1C1=NC(=NC=C1)NC1=CC(=CC=C1)[N+](=O)[O-])C)C#N (3,5-Dimethyl-4-[2-(3-nitro-phenylamino)-pyrimidin-4-yl]-1H-pyrrole-2-carbonitrile). Reaction SMILES: CN(C)[CH:3]=[CH:4][C:5]([C:7]1[C:8]([CH3:15])=[C:9]([C:13]#[N:14])[NH:10][C:11]=1[CH3:12])=O.[N+]([O-])(O)=O.[N+:21]([C:24]1[CH:25]=[C:26]([NH:30][C:31]([NH2:33])=[NH:32])[CH:27]=[CH:28][CH:29]=1)([O-:23])=[O:22].C([O-])([O-])=O.[K+].[K+]>COCCO>[CH3:15][C:8]1[C:7]([C:5]2[CH:4]=[CH:3][N:33]=[C:31]([NH:30][C:26]3[CH:27]=[CH:28][CH:29]=[C:24]([N+:21]([O-:23])=[O:22])[CH:25]=3)[N:32]=2)=[C:11]([CH3:12])[NH:10][C:9]=1[C:13]#[N:14] |f:1.2,3.4.5|. Reported procedure: To a mixture of 4-(3-dimethylamino-acryloyl)-3,5-dimethyl-1H-pyrrole-2-carbonitrile (1.0 mmol, 0.22 g) and 3-nitrophenyl guanidine nitrate (1.5 mmol, 0.36 g) in 2-methoxyethanol (5 mL) was added K2CO3 (138 mg, 1.0 mmol). The reaction mixture was heated at 120° C. under N2 for 18 h. The solvent was evaporated to dryness and the residue was purified by flash chromatography (1:2 EtOAc/heptane) to afford the title compound as a light-yellow solid. M.p. 258–259° C. MS: [M+H]+=336.1 (C17H14N6O2 requir... Starting materials: O1CCCC1 (tetrahydrofuran), NC1[C@@H]2N(C(=C(CS2)Cl)C(=O)OCC2=CC=C(C=C2)[N+](=O)[O-])C1=O (p-nitrobenzyl 7-amino-3-chloro-3-cephem-4-carboxylate), Cl (HCl), O1CCCC1 (tetrahydrofuran), KHCO3. The reagents and catalysts are [Fe] (Iron). Solvent: O (water), O (water). Conditions: time 1 hour. The product is NC1[C@@H]2N(C(=C(CS2)Cl)C(=O)O)C1=O (7-AMINO-3-CHLORO-3-CEPHEM-4-CARBOXYLIC ACID). As a reaction SMILES: O1CCCC1.[NH2:6][CH:7]1[C:28](=[O:29])[N:9]2[C:10]([C:15]([O:17]CC3C=CC([N+]([O-])=O)=CC=3)=[O:16])=[C:11]([Cl:14])[CH2:12][S:13][C@H:8]12.Cl>[Fe].O>[NH2:6][CH:7]1[C:28](=[O:29])[N:9]2[C:10]([C:15]([OH:17])=[O:16])=[C:11]([Cl:14])[CH2:12][S:13][C@H:8]12. Reported procedure: To a mixture of tetrahydrofuran (120 ml) and water (25 ml), p-nitrobenzyl 7-amino-3-chloro-3-cephem-4-carboxylate (10 gm) was added. Iron powder (10 gm) was charged at 30° C., followed by the addition of concentrated HCl (12.5 ml) in a tetrahydrofuran (10 ml) and water (2.5 ml) mixture over a period of 15 minutes. The reaction mixture was stirred for 1 hour. After completion of the reaction, aq. KHCO3 was added to bring the pH to 8.0, followed by the addition of activated carbon. After stirring ... Reactants: C(C1=CC=CO1)N (furfurylamine), ClC1=NC(=CN=C1)Cl (2,6-dichloropyrazine). Product: ClC1=CN=CC(=N1)NCC=1OC=CC1 (6-Chloro-N-(2-furylmethyl)pyrazin-2-amine). Isolated yield 98.0%. Reaction SMILES: [CH2:1]([NH2:7])[C:2]1[O:6][CH:5]=[CH:4][CH:3]=1.[Cl:8][C:9]1[CH:14]=[N:13][CH:12]=[C:11](Cl)[N:10]=1>>[Cl:8][C:9]1[N:10]=[C:11]([NH:7][CH2:1][C:2]2[O:6][CH:5]=[CH:4][CH:3]=2)[CH:12]=[N:13][CH:14]=1. Procedure details: In a procedure analogous to Example 21, reaction of furfurylamine and 2,6-dichloropyrazine furnished the product (98%). Reactants: C1CCOC1, CSc1nc(Cl)cc(Cl)n1, NN. Yields the product CSc1nc(Cl)cc(NN)n1. Reaction SMILES: [CH2:13]1[O:14][CH2:15][CH2:16][CH2:17]1.[Cl:1][c:2]1[n:3][c:4]([S:9][CH3:10])[n:5][c:6]([Cl:8])[cH:7]1.[NH2:11][NH2:12]>>[Cl:1][c:2]1[n:3][c:4]([S:9][CH3:10])[n:5][c:6]([NH:11][NH2:12])[cH:7]1.